This data is from the Open Reaction Database (ORD), a public repository of structured organic reaction records. The task is: describe an organic reaction: reactants, conditions, products, and yield The reactants are BrC=1C=C2C=NN(C2=CC1)CCCCl (5-bromo-1-(3-chloropropyl)-1H-indazole), [I-].[K+] (potassium iodide), C(=O)([O-])[O-].[K+].[K+] (K2CO3), N1CCCC1 (pyrrolidine). The solvent is CN(C)C=O (DMF), CCOC(=O)C (EtOAc). Conditions: temperature 50 celsius. The product is BrC=1C=C2C=NN(C2=CC1)CCCN1CCCC1 (5-Bromo-1-(3-(pyrrolidin-1-yl)propyl)-1H-indazole). Yield: 102.6%. Reaction SMILES: [Br:1][C:2]1[CH:3]=[C:4]2[C:8](=[CH:9][CH:10]=1)[N:7]([CH2:11][CH2:12][CH2:13]Cl)[N:6]=[CH:5]2.[I-].[K+].C([O-])([O-])=O.[K+].[K+].[NH:23]1[CH2:27][CH2:26][CH2:25][CH2:24]1>CN(C=O)C.CCOC(C)=O>[Br:1][C:2]1[CH:3]=[C:4]2[C:8](=[CH:9][CH:10]=1)[N:7]([CH2:11][CH2:12][CH2:13][N:23]1[CH2:27][CH2:26][CH2:25][CH2:24]1)[N:6]=[CH:5]2 |f:1.2,3.4.5|. Procedure details: To a solution of 5-bromo-1-(3-chloropropyl)-1H-indazole (2.14 g, 7.84 mmol) in DMF (40 mL) was added potassium iodide (1.3 mg, 7.8 mmol) and K2CO3 (5.40 g, 39.2 mmol) under N2 (g). Then pyrrolidine (17.2 ml, 26.6 mmol) was added. The reaction was heated to 50° C. for 20 h. The reaction was diluted with EtOAc (100 mL) and washed with a 5% LiCl solution (4×). The organics were dried (Na2SO4), filtered, and concentrated to give the title compound (2.48 g, quant.) as a brown oil: 1H NMR (300 MHz, CD... The reactants are CC(=O)N1CCNCC1, CO, O=Cc1ccc(O)cc1, O=S(=O)(O)O. Yields the product CC(=O)N1CCN(Cc2ccc(O)cc2)CC1. Reaction SMILES: [C:10]([CH3:11])(=[O:12])[N:13]1[CH2:14][CH2:15][NH:16][CH2:17][CH2:18]1.[CH3:24][OH:25].[OH:1][c:2]1[cH:3][cH:4][c:5]([CH:6]=[O:7])[cH:8][cH:9]1.[S:19](=[O:20])(=[O:21])([OH:22])[OH:23]>>[OH:1][c:2]1[cH:3][cH:4][c:5]([CH2:6][N:16]2[CH2:15][CH2:14][N:13]([C:10]([CH3:11])=[O:12])[CH2:18][CH2:17]2)[cH:8][cH:9]1. The reactants are C(C)(=O)OC1=C(C=O)C=CC=C1 (2-acetoxy-benzaldehyde), C(CO)O (ethyleneglycol), O (Water). The solvent is C1=CC=CC=C1 (benzene). The product is C(C)(=O)OC1=C(C=CC=C1)C1OCCO1 (2-(2-acetoxyphenyl)-1,3-dioxolan). Reaction SMILES: [C:1]([O:4][C:5]1[CH:12]=[CH:11][CH:10]=[CH:9][C:6]=1[CH:7]=[O:8])(=[O:3])[CH3:2].[CH2:13](O)[CH2:14][OH:15].O>C1C=CC=CC=1>[C:1]([O:4][C:5]1[CH:12]=[CH:11][CH:10]=[CH:9][C:6]=1[CH:7]1[O:15][CH2:14][CH2:13][O:8]1)(=[O:3])[CH3:2]. Procedure: 2-Hydroxygenzaldehyde (10 g) was dissolved in acetic anhydride (30 ml) and pyridine (30 ml) followed by stirring at room temperature for 3 hours. The reaction mixture was poured into ice-water and the resulting precipitate was recovered by filtration. The precipitate was dissolved in chloroform (100 ml), washed with water, dried and evaporated to give 2-acetoxybenzaldehyde. To a solution of 2-acetoxy-benzaldehyde (13 g) and ethyleneglycol (10 ml) in benzene (80 ml) was added Amberlist 15 (Rohm a... The reactants are CC1=C(C=CC(=C1)[N+](=O)[O-])N=C=S (2Methyl-4-nitrophenyl isothiocyanate), C(C)C(CN)CC (2-ethyl-1-butylamine), ClC(C(=O)O)C(C)C (2chloro-3-methylbutanoic acid). Yields the product CC1=C(C=CC(=C1)[N+](=O)[O-])N=C1SC(C(N1CC(CC)CC)=O)C(C)C (2-(2-methyl-4-nitrophenylimino)-3-(2-ethyl-1-butyl)-5-isopropyl-1,3-thiazolidin-4-one). RXN SMILES: [CH3:1][C:2]1[CH:7]=[C:6]([N+:8]([O-:10])=[O:9])[CH:5]=[CH:4][C:3]=1[N:11]=[C:12]=[S:13].[CH2:14]([CH:16]([CH2:19][CH3:20])[CH2:17][NH2:18])[CH3:15].Cl[CH:22]([CH:26]([CH3:28])[CH3:27])[C:23](O)=[O:24]>>[CH3:1][C:2]1[CH:7]=[C:6]([N+:8]([O-:10])=[O:9])[CH:5]=[CH:4][C:3]=1[N:11]=[C:12]1[N:18]([CH2:17][CH:16]([CH2:19][CH3:20])[CH2:14][CH3:15])[C:23](=[O:24])[CH:22]([CH:26]([CH3:28])[CH3:27])[S:13]1. Procedure: 2Methyl-4-nitrophenyl isothiocyanate was reacted with 2-ethyl-1-butylamine followed by 2chloro-3-methylbutanoic acid according to Method C8a to afford 2-(2-methyl-4-nitrophenylimino)-3-(2-ethyl-1-butyl)-5-isopropyl-1,3-thiazolidin-4-one. Reactants: N1C(=O)NC(=O)C1CC(=O)O (5-Hydantoin acetic acid), OS(=O)(=O)O (H2SO4), CO (MeOH). The solvent is O (water). Yields the product COC(CC1NC(NC1=O)=O)=O ((2,5-dioxo-imidazolidin-4-yl)-acetic acid methyl ester). Yield: 88.0%. As a reaction SMILES: [NH:1]1[CH:7]([CH2:8][C:9]([OH:11])=[O:10])[C:5](=[O:6])[NH:4][C:2]1=[O:3].OS(O)(=O)=O.[CH3:17]O>O>[CH3:17][O:10][C:9](=[O:11])[CH2:8][CH:7]1[C:5](=[O:6])[NH:4][C:2](=[O:3])[NH:1]1. Reported procedure: 5-Hydantoin acetic acid (20.57 g, 0.130 mol) in MeOH (210 mL) was treated with conc. H2SO4 (7 mL) and heated to reflux under N2 for 2.5 h. The resultant clear solution was cooled and the solvent removed in vacuo to give an oil which was diluted with water (65 mL) and extracted 4 times with EtOAc. The organic layer was dried (MgSO4) and the solvent removed in vacuo to afford 19.81 g (88%) of (2,5-dioxo-imidazolidin-4-yl)-acetic acid methyl ester. MS (ES+) Calc'd for C6H9N2O4 (M+1) 173. Found m/z ...